From a dataset of the Open Reaction Database (ORD), a public repository of structured organic reaction records. describe an organic reaction: reactants, conditions, products, and yield The product is Br.ClC1=CC=C(C=C1)C=1N(C(SC1C)=N)CCOC (4-(4-chlorophenyl)-3-(2-methoxyethyl)-5-methyl-3H-thiazol-2-ylideneamine hydrobromide). The reactants are ClC1=CC=C(C=C1)C=1N=C(SC1C)N (4-(4-chlorophenyl)-5-methyl-thiazol-2-ylamine), COCCBr (2-bromoethyl methyl ether). Procedure: A mixture of 4-(4-chlorophenyl)-5-methyl-thiazol-2-ylamine (420 mg, 1.87 mmol) and 2-bromoethyl methyl ether (600 μL, 6.40 mmol) was processed according to the method of Example 12A to provide the title compound: MS (DCI/NH3) m/z 283 (M+H)+. Reaction SMILES: [Cl:1][C:2]1[CH:7]=[CH:6][C:5]([C:8]2[N:9]=[C:10]([NH2:14])[S:11][C:12]=2[CH3:13])=[CH:4][CH:3]=1.[CH3:15][O:16][CH2:17][CH2:18][Br:19]>>[BrH:19].[Cl:1][C:2]1[CH:3]=[CH:4][C:5]([C:8]2[N:9]([CH2:18][CH2:17][O:16][CH3:15])[C:10](=[NH:14])[S:11][C:12]=2[CH3:13])=[CH:6][CH:7]=1 |f:2.3|. Reactants: OCC(CO)(CO)CO (pentaerythritol), C(CCCCCCCCCCCCCCCCC)(=O)O (stearic acid), N#N (N2). Run at temperature 215 celsius. The product is C(CCCCCCCCCCCCCCCCC)(=O)OCC(COC(CCCCCCCCCCCCCCCCC)=O)(COC(CCCCCCCCCCCCCCCCC)=O)COC(CCCCCCCCCCCCCCCCC)=O (Pentaerythritol Tetrastearate). RXN SMILES: [OH:1][CH2:2][C:3]([CH2:8][OH:9])([CH2:6][OH:7])[CH2:4][OH:5].[C:10]([OH:29])(=O)[CH2:11][CH2:12][CH2:13][CH2:14][CH2:15][CH2:16][CH2:17][CH2:18][CH2:19][CH2:20][CH2:21][CH2:22][CH2:23][CH2:24][CH2:25][CH2:26][CH3:27].N#N>>[C:10]([O:1][CH2:2][C:3]([CH2:8][O:9][C:10](=[O:29])[CH2:11][CH2:12][CH2:13][CH2:14][CH2:15][CH2:16][CH2:17][CH2:18][CH2:19][CH2:20][CH2:21][CH2:22][CH2:23][CH2:24][CH2:25][CH2:26][CH3:27])([CH2:6][O:7][C:10](=[O:29])[CH2:11][CH2:12][CH2:13][CH2:14][CH2:15][CH2:16][CH2:17][CH2:18][CH2:19][CH2:20][CH2:21][CH2:22][CH2:23][CH2:24][CH2:25][CH2:26][CH3:27])[CH2:4][O:5][C:10](=[O:29])[CH2:11][CH2:12][CH2:13][CH2:14][CH2:15][CH2:16][CH2:17][CH2:18][CH2:19][CH2:20][CH2:21][CH2:22][CH2:23][CH2:24][CH2:25][CH2:26][CH3:27])(=[O:29])[CH2:11][CH2:12][CH2:13][CH2:14][CH2:15][CH2:16][CH2:17][CH2:18][CH2:19][CH2:20][CH2:21][CH2:22][CH2:23][CH2:24][CH2:25][CH2:26][CH3:27]. Procedure: A 1000 ml round bottomed flask was charged with 619.9 g (0.12 mol) PEG 150 pentaerythritol and 136.3 g (0.48 mol) triple pressed stearic acid. The mass was heated to 100° C. with a N2 sparge, 1.0 g. phosphoric acid and 0.1 g. hypophosphorus acid were charged. The batch was heated to 215° C. while collecting the water of reaction, and maintained until an acid value of 9.9 was reached. The finished material was a white waxy solid having an acid value of 9.9. The reactants are CCOC(=O)CC1Cc2ccccc2C1, CC(C)C[Al+]CC(C)C, Cc1ccccc1, [H-], [Na+], [Na+], O=S([O-])[O-]. Product: O=CCC1Cc2ccccc2C1. RXN SMILES: [CH2:11]1[CH:12]([CH2:20][C:21](=[O:22])[O:23][CH2:24][CH3:25])[CH2:13][c:14]2[cH:15][cH:16][cH:17][cH:18][c:19]21.[CH2:2]([Al+:3][CH2:4][CH:5]([CH3:6])[CH3:7])[CH:8]([CH3:9])[CH3:10].[CH3:32][c:33]1[cH:34][cH:35][cH:36][cH:37][cH:38]1.[H-:1].[Na+:30].[Na+:31].[S:26]([O-:27])([O-:28])=[O:29]>>[CH2:11]1[CH:12]([CH2:20][CH:21]=[O:22])[CH2:13][c:14]2[cH:15][cH:16][cH:17][cH:18][c:19]21. Starting materials: CCCC(C)(C)OO, CCCC(C)(C)OC. The product is CCCC(C)(C)OOC(C)(C)CCC. RXN SMILES: [C:1]([CH3:2])([CH3:3])([CH2:4][CH2:5][CH3:6])[O:7][OH:8].[C:9]([CH3:10])([CH3:11])([CH2:12][CH2:13][CH3:14])[O:15][CH3:16]>>[C:1]([CH3:2])([CH3:3])([CH2:4][CH2:5][CH3:6])[O:7][O:8][C:9]([CH3:10])([CH3:11])[CH2:12][CH2:13][CH3:14]. Starting materials: O([Si](C)(C)C(C)(C)C)CCC1OC2=C(NC1=O)C=CC=C2 (2-(2-tert-butyldimethylsiloxyethyl)-3,4-dihydro-3-oxo-2H-1,4-benzoxazine), ClCC1=CC=CC2=CC=CC=C12 (1-chloromethylnaphthalene), [K+].[Br-] (KBr). Product: OCCC1OC2=C(N(C1=O)CC1=CC=CC3=CC=CC=C13)C=CC=C2 (3,4-Dihydro-2-(2-hydroxyethyl)-4-(1-naphthylmethyl)-3-oxo-2H-1,4-benzoxazin). As a reaction SMILES: [O:1]([CH2:9][CH2:10][CH:11]1[C:16](=[O:17])[NH:15][C:14]2[CH:18]=[CH:19][CH:20]=[CH:21][C:13]=2[O:12]1)[Si](C(C)(C)C)(C)C.Cl[CH2:23][C:24]1[C:33]2[C:28](=[CH:29][CH:30]=[CH:31][CH:32]=2)[CH:27]=[CH:26][CH:25]=1.[K+].[Br-]>>[OH:1][CH2:9][CH2:10][CH:11]1[C:16](=[O:17])[N:15]([CH2:23][C:24]2[C:33]3[C:28](=[CH:29][CH:30]=[CH:31][CH:32]=3)[CH:27]=[CH:26][CH:25]=2)[C:14]2[CH:18]=[CH:19][CH:20]=[CH:21][C:13]=2[O:12]1 |f:2.3|. Reported procedure: Prepared from 2-(2-tert-butyldimethylsiloxyethyl)-3,4-dihydro-3-oxo-2H-1,4-benzoxazine by Methods F and G, alkylating with 1-chloromethylnaphthalene, in 42% overall yield. The crude product was crystallized from ether/EtOAc/hexane to afford a white solid, mp 100°-104° C.; IR (KBr) 3435, 2896, 1668, 1504, 1414, 1253, 1132, 1068, 768, 758 cm-1 ; 1H NMR (CDCl3) δ 1.92 (br s, 1H Plus HDO), 2.26-2.44 (m, 2H), 3.96 (t, J=5.6 Hz, 2H), 4.94 (dd, J=7.5, 5.6 Hz, 1H), 5.62 (ABq, JAB =16.9 Hz, 2H), 6.72 (dd...